Dataset: the Open Reaction Database (ORD), a public repository of structured organic reaction records. Task: describe an organic reaction: reactants, conditions, products, and yield Starting materials: Cl (HCl), ClC=1C=C(C=CC1)C(CNC(CC1=CC2=C(OC(O2)(C(=O)O)C(=O)O)C=C1)C)O (5-{2 -[2-(3-chloro-phenyl)-2-hydroxy-ethylamino]-propyl}-benzo[1,3]dioxole-2,2-dicarboxylic acid), CC(CO)(CC1=CC=CC=C1)C (2,2-dimethyl-3-phenylpropanol), [K+].[Br-] (KBr). Yields the product CC(COC(=O)C1(OC2=C(O1)C=CC(=C2)C[C@@H](C)NC[C@H](O)C2=CC(=CC=C2)Cl)C(=O)OCC(CC2=CC=CC=C2)(C)C)(CC2=CC=CC=C2)C (5-{(2R)-2-[(2R)-2-(3-Chloro-phenyl)-2-hydroxy-ethylamino]-propyl}-benzo[1,3]dioxole-2,2-dicarboxylic aicd bis-(2,2-dimethyl-3-phenyl-propyl) ester). RXN SMILES: [Cl:1][C:2]1[CH:3]=[C:4]([CH:8]([OH:29])[CH2:9][NH:10][CH:11]([CH3:28])[CH2:12][C:13]2[CH:27]=[CH:26][C:16]3[O:17][C:18]([C:23]([OH:25])=[O:24])([C:20]([OH:22])=[O:21])[O:19][C:15]=3[CH:14]=2)[CH:5]=[CH:6][CH:7]=1.[CH3:30][C:31]([CH3:41])([CH2:34][C:35]1[CH:40]=[CH:39][CH:38]=[CH:37][CH:36]=1)[CH2:32]O.[K+].[Br-].Cl>>[CH3:30][C:31]([CH3:41])([CH2:34][C:35]1[CH:40]=[CH:39][CH:38]=[CH:37][CH:36]=1)[CH2:32][O:24][C:23]([C:18]1([C:20]([O:22][CH2:30][C:31]([CH3:41])([CH3:32])[CH2:34][C:35]2[CH:40]=[CH:39][CH:38]=[CH:37][CH:36]=2)=[O:21])[O:17][C:16]2[CH:26]=[CH:27][C:13]([CH2:12][C@H:11]([NH:10][CH2:9][C@@H:8]([C:4]3[CH:5]=[CH:6][CH:7]=[C:2]([Cl:1])[CH:3]=3)[OH:29])[CH3:28])=[CH:14][C:15]=2[O:19]1)=[O:25] |f:2.3|. Procedure: The title compound was prepared from 5-{2 -[2-(3-chloro-phenyl)-2-hydroxy-ethylamino]-propyl}-benzo[1,3]dioxole-2,2-dicarboxylic acid and 2,2-dimethyl-3-phenylpropanol according to the procedure of Example 1 as an off-white solid; 1H NMR (DMSO-d6,400 MHz) δ 0.82 (s, 12H, 4×CH3), 1.08 (d, J=6.37 Hz, 3H, CH3), 2.6 (m, 1H, CH), 3-3.3 (m, 3H, CH, CH2), 3.4 (brs, 1H, CH), 3.96 (s, 4H, OCH2, OCH2), 5.04 (m, 1H, CH), 6.35 (d, J=4.17 Hz, 1H, OH), 6.89 (dd, J=8.13, 1.53 Hz, 1H, Ar--H), 7.05 (m, 4H, Ar--H... RXN SMILES: [Al+3:19].[CH3:1][O:2][c:3]1[cH:4][c:5]([CH3:17])[cH:6][c:7]2[c:8]1[c:9](=[O:16])[cH:10][c:11]([C:13](=[O:14])[OH:15])[o:12]2.[Cl-:18].[Cl-:20].[Cl-:21].[Cl:23][CH2:24][Cl:25].[ClH:22]>>[OH:2][c:3]1[cH:4][c:5]([CH3:17])[cH:6][c:7]2[c:8]1[c:9](=[O:16])[cH:10][c:11]([C:13](=[O:14])[OH:15])[o:12]2. Starting materials: [Al+3], COc1cc(C)cc2oc(C(=O)O)cc(=O)c12, [Cl-], [Cl-], [Cl-], ClCCl, Cl. Product: Cc1cc(O)c2c(=O)cc(C(=O)O)oc2c1. Starting materials: BrCc1ccccc1, CCCCCCCCCCCCCCCCS, CC[O-], CCO, [Na+], O=[N+]([O-])c1ccc(CBr)cc1. Product: CCCCCCCCCCCCCCCCSCc1ccc([N+](=O)[O-])cc1. As a reaction SMILES: [Br:33][CH2:34][c:35]1[cH:36][cH:37][cH:38][cH:39][cH:40]1.[CH2:12]([CH2:13][CH2:14][CH2:15][CH2:16][CH2:17][CH2:18][CH2:19][CH2:20][CH2:21][CH2:22][CH2:23][CH2:24][CH2:25][CH2:26][CH3:27])[SH:28].[CH3:30][CH2:31][O-:32].[CH3:41][CH2:42][OH:43].[Na+:29].[O-:1][N+:2](=[O:3])[c:4]1[cH:5][cH:6][c:7]([CH2:8][Br:9])[cH:10][cH:11]1>>[O-:1][N+:2](=[O:3])[c:4]1[cH:5][cH:6][c:7]([CH2:8][S:28][CH2:12][CH2:13][CH2:14][CH2:15][CH2:16][CH2:17][CH2:18][CH2:19][CH2:20][CH2:21][CH2:22][CH2:23][CH2:24][CH2:25][CH2:26][CH3:27])[cH:10][cH:11]1. Reactants: C1(CCCC1)C[C@@H](C(=O)O)N1C(C=C(C1)OC)=O ((S)-3-cyclopentyl-2-(4-methoxy-2-oxo-2,5-dihydro-pyrrol-1-yl)-propionic acid), C(C(=O)Cl)(=O)Cl (oxalyl chloride), NC1=NC(=NS1)C (5-amino-3-methyl-1,2,4-thiadiazole), N1=C(C=CC=C1C)C (2,6-lutidine). The reagents and catalysts are CN(C=O)C (N,N-dimethylformamide). Solvent: ClCCl (dichloromethane), C(Cl)Cl (methylene chloride). Conditions: temperature 25 celsius, time 0.5 hour. Product: C1(CCCC1)C[C@@H](C(=O)NC1=NC(=NS1)C)N1C(C=C(C1)OC)=O ((S)-3-cyclopentyl-2-(4-methoxy-2-oxo-2,5-dihydro-pyrrol-1-yl)-N-(3-methyl-[1,2,4]thiadiazol-5-yl)-propionamide). As a reaction SMILES: [CH:1]1([CH2:6][C@H:7]([N:11]2[CH2:15][C:14]([O:16][CH3:17])=[CH:13][C:12]2=[O:18])[C:8]([OH:10])=O)[CH2:5][CH2:4][CH2:3][CH2:2]1.C(Cl)(=O)C(Cl)=O.[NH2:25][C:26]1[S:30][N:29]=[C:28]([CH3:31])[N:27]=1.N1C(C)=CC=CC=1C>ClCCl.CN(C)C=O>[CH:1]1([CH2:6][C@H:7]([N:11]2[CH2:15][C:14]([O:16][CH3:17])=[CH:13][C:12]2=[O:18])[C:8]([NH:25][C:26]2[S:30][N:29]=[C:28]([CH3:31])[N:27]=2)=[O:10])[CH2:2][CH2:3][CH2:4][CH2:5]1. Procedure details: A solution of (S)-3-cyclopentyl-2-(4-methoxy-2-oxo-2,5-dihydro-pyrrol-1-yl)-propionic acid (prepared as in Example 1, 102 mg, 0.40 mmol) in dichloromethane (2 mL) was treated with oxalyl chloride (218 μL of 2M solution in dichloromethane), and N,N-dimethylformamide (1 drop). Effervescence was observed. The reaction mixture was stirred for 0.5 h at 25° C., under nitrogen. The reaction mixture was concentrated, and dissolved in N,N-dimethylformamide (2 mL) and treated with 5-amino-3-methyl-1,2,4-t... The reactants are C1CCOC1, Cc1cc(-c2ccc(C(F)(F)F)cc2)cc(-c2cccc(-c3cccc(S(=O)(=O)Cl)c3)n2)n1, CCOC(C)=O, NCc1ccccc1. Yields the product Cc1cc(-c2ccc(C(F)(F)F)cc2)cc(-c2cccc(-c3cccc(S(=O)(=O)NCc4ccccc4)c3)n2)n1. As a reaction SMILES: [CH2:42]1[O:43][CH2:44][CH2:45][CH2:46]1.[CH3:1][c:2]1[cH:3][c:4](-[c:24]2[cH:25][cH:26][c:27]([C:30]([F:31])([F:32])[F:33])[cH:28][cH:29]2)[cH:5][c:6](-[c:8]2[n:9][c:10](-[c:14]3[cH:15][c:16]([S:20](=[O:21])(=[O:22])[Cl:23])[cH:17][cH:18][cH:19]3)[cH:11][cH:12][cH:13]2)[n:7]1.[CH3:47][CH2:48][O:49][C:50]([CH3:51])=[O:52].[NH2:34][CH2:35][c:36]1[cH:37][cH:38][cH:39][cH:40][cH:41]1>>[CH3:1][c:2]1[cH:3][c:4](-[c:24]2[cH:25][cH:26][c:27]([C:30]([F:31])([F:32])[F:33])[cH:28][cH:29]2)[cH:5][c:6](-[c:8]2[n:9][c:10](-[c:14]3[cH:15][c:16]([S:20](=[O:21])(=[O:22])[NH:34][CH2:35][c:36]4[cH:37][cH:38][cH:39][cH:40][cH:41]4)[cH:17][cH:18][cH:19]3)[cH:11][cH:12][cH:13]2)[n:7]1. RXN SMILES: Cl.[CH3:2][C:3]1[NH:11][C:10]2[C:9](=[O:12])[N:8]([CH3:13])[C:7]3=[N:14][C@@H:15]4[CH2:19][CH2:18][CH2:17][C@@H:16]4[N:6]3[C:5]=2[N:4]=1.[CH3:20]I>>[CH3:2][C:3]1[N:11]([CH3:20])[C:10]2[C:9](=[O:12])[N:8]([CH3:13])[C:7]3=[N:14][C@@H:15]4[CH2:19][CH2:18][CH2:17][C@@H:16]4[N:6]3[C:5]=2[N:4]=1 |f:0.1|. Reported procedure: By using cis-5,6a,7,8,9,9a-hexahydro-2,5dimethylcyclopent[4,5]imidazo[2,1-b]purin-4(3H)-one hydrochloride, and methyl iodide instead of 4-chlorobenzyl chloride in accordance with Example 21, the title compound is obtained. Yields the product CC1=NC=2N3C(N(C(C2N1C)=O)C)=N[C@H]1[C@@H]3CCC1 (cis-5,6a,7,8,9,9a-Hexahydro-2,3,5-trimethylcyclopent[4,5]imidazo[2,1-b]purin-4(3H)-one). Reactants: Cl.CC1=NC=2N3C(N(C(C2N1)=O)C)=N[C@H]1[C@@H]3CCC1 (cis-5,6a,7,8,9,9a-hexahydro-2,5dimethylcyclopent[4,5]imidazo[2,1-b]purin-4(3H)-one hydrochloride), CI (methyl iodide).